Dataset: the Open Reaction Database (ORD), a public repository of structured organic reaction records. Task: describe an organic reaction: reactants, conditions, products, and yield The reactants are CCOC(C)=O, CCO, N#Cc1cccc(Oc2ccc([N+](=O)[O-])c(Oc3cccc(C#N)c3)n2)c1. Product: N#Cc1cccc(Oc2ccc(N)c(Oc3cccc(C#N)c3)n2)c1. As a reaction SMILES: [C:28]([O:29][CH2:30][CH3:31])(=[O:32])[CH3:33].[CH2:34]([OH:35])[CH3:36].[N+:1]([O-:2])(=[O:3])[c:4]1[c:5]([O:19][c:20]2[cH:21][c:22]([C:23]#[N:24])[cH:25][cH:26][cH:27]2)[n:6][c:7]([O:10][c:11]2[cH:12][c:13]([C:14]#[N:15])[cH:16][cH:17][cH:18]2)[cH:8][cH:9]1>>[NH2:1][c:4]1[c:5]([O:19][c:20]2[cH:21][c:22]([C:23]#[N:24])[cH:25][cH:26][cH:27]2)[n:6][c:7]([O:10][c:11]2[cH:12][c:13]([C:14]#[N:15])[cH:16][cH:17][cH:18]2)[cH:8][cH:9]1. The reactants are ClC=1N=C(C2=C(N1)N(C=C2C2=CC=NC=C2)S(=O)(=O)C2=CC=C(C)C=C2)NC2CC2 (2-chloro-N-cyclopropyl-5-(pyridin-4-yl)-7-tosyl-7H-pyrrolo[2,3-d]pyrimidin-4-amine), NC1=CC=C(C(=O)N)C=C1 (4-aminobenzamide), C[Si](C)(C)Cl (trimethylsilyl chloride). Solvent: C(CCC)O (nBuOH). Conditions: temperature 135 celsius, time 48 hour. Yields the product C1(CC1)NC=1C2=C(N=C(N1)NC1=CC=C(C(=O)N)C=C1)NC=C2C2=CC=NC=C2 (4-(4-(cyclopropylamino)-5-(pyridin-4-yl)-7H-pyrrolo[2,3-d]pyrimidin-2-ylamino)benzamide). Isolated yield 7.6%. RXN SMILES: Cl[C:2]1[N:3]=[C:4]([NH:27][CH:28]2[CH2:30][CH2:29]2)[C:5]2[C:10]([C:11]3[CH:16]=[CH:15][N:14]=[CH:13][CH:12]=3)=[CH:9][N:8](S(C3C=CC(C)=CC=3)(=O)=O)[C:6]=2[N:7]=1.[NH2:31][C:32]1[CH:40]=[CH:39][C:35]([C:36]([NH2:38])=[O:37])=[CH:34][CH:33]=1.C[Si](Cl)(C)C>C(O)CCC>[CH:28]1([NH:27][C:4]2[C:5]3[C:10]([C:11]4[CH:12]=[CH:13][N:14]=[CH:15][CH:16]=4)=[CH:9][NH:8][C:6]=3[N:7]=[C:2]([NH:31][C:32]3[CH:40]=[CH:39][C:35]([C:36]([NH2:38])=[O:37])=[CH:34][CH:33]=3)[N:3]=2)[CH2:29][CH2:30]1. Procedure: A mixture of 2-chloro-N-cyclopropyl-5-(pyridin-4-yl)-7-tosyl-7H-pyrrolo[2,3-d]pyrimidin-4-amine (135 mg, 0.307 mmol), 4-aminobenzamide (100 mg, 0.735 mmol) and trimethylsilyl chloride (0.200 mL, 1.58 mmol) in nBuOH (3 mL) was stirred at 135° C. for 48 h. It was concentrated in vacuo. The residue was purified by HPLC to give the titled compound (9 mg). MS 386.2 (M+H); UV 201.8, 309.8 nm. Reactants: [Sn](Cl)Cl (tin(II)chloride), NC=1C=CC(=C(C=CC(=O)OCC)C1)Cl (ethyl 5-amino-2-chlorocinnamate), N(=O)[O-].[Na+] (sodium nitrite), diazonium. The solvent is Cl (hydrochloric acid). Conditions: time 1 hour. Yields the product ClC1=C(C=CC(=O)OCC)C=C(C=C1)NN (ethyl 2-chloro-5-hydrazinocinnamate). Yield: 34.5%. Reaction SMILES: [Sn](Cl)Cl.[NH2:4][C:5]1[CH:6]=[CH:7][C:8]([Cl:18])=[C:9]([CH:17]=1)[CH:10]=[CH:11][C:12]([O:14][CH2:15][CH3:16])=[O:13].[N:19]([O-])=O.[Na+]>Cl>[Cl:18][C:8]1[CH:7]=[CH:6][C:5]([NH:4][NH2:19])=[CH:17][C:9]=1[CH:10]=[CH:11][C:12]([O:14][CH2:15][CH3:16])=[O:13] |f:2.3|. Procedure details: First, 60 g of tin(II)chloride was dissolved in 60 ml of concentrated hydrochloric acid, and the mixture was cooled to −30° C., to which a diazonium solution prepared from 19 g of ethyl 5-amino-2-chlorocinnamate and 6.3 g of sodium nitrite was added dropwise at 0° C. or lower. The reaction mixture was stirred at room temperature for 1 hour, and the precipitated crystals were collected by filtration. These crystals were added to ice-water, neutralized with 2N aqueous sodium hydroxide, and extract... Starting materials: [F-].C(CCC)[N+](CCCC)(CCCC)CCCC (Tetrabutylammonium fluoride), C(C)(C)(C)C=1C=C(N(N1)C)NC(=O)N[C@H]1CC[C@H](C2=CC=CC=C12)OC=1C=CC=2N(C1)C(=NN2)N2CCC(CC2)CO[Si](C(C)C)(C(C)C)C(C)C (1-(5-tert-Butyl-2-methyl-2H-pyrazol-3-yl)-3-{(1S,4R)-4-[3-(4-triisopropylsilanyloxymethyl-piperidin-1-yl)-[1,2,4]triazolo[4,3-a]pyridin-6-yloxy]-1,2,3,4-tetrahydro-naphthalen-1-yl}-urea). Solvent: C1CCOC1 (THF), C(Cl)Cl (DCM). Run at time 1 hour. The product is C(C)(C)(C)C=1C=C(N(N1)C)NC(=O)N[C@H]1CC[C@H](C2=CC=CC=C12)OC=1C=CC=2N(C1)C(=NN2)N2CCC(CC2)CO (1-(5-tert-Butyl-2-methyl-2H-pyrazol-3-yl)-3-{(1S,4R)-4-[3-(4-hydroxymethyl-piperidin-1-yl)-[1,2,4]triazolo[4,3-a]pyridin-6-yloxy]-1,2,3,4-tetrahydro-naphthalen-1-yl}-urea). Yield: 60.1%. Reaction SMILES: [F-].C([N+](CCCC)(CCCC)CCCC)CCC.[C:19]([C:23]1[CH:24]=[C:25]([NH:29][C:30]([NH:32][C@@H:33]2[C:42]3[C:37](=[CH:38][CH:39]=[CH:40][CH:41]=3)[C@H:36]([O:43][C:44]3[CH:45]=[CH:46][C:47]4[N:48]([C:50]([N:53]5[CH2:58][CH2:57][CH:56]([CH2:59][O:60][Si](C(C)C)(C(C)C)C(C)C)[CH2:55][CH2:54]5)=[N:51][N:52]=4)[CH:49]=3)[CH2:35][CH2:34]2)=[O:31])[N:26]([CH3:28])[N:27]=1)([CH3:22])([CH3:21])[CH3:20]>C1COCC1.C(Cl)Cl>[C:19]([C:23]1[CH:24]=[C:25]([NH:29][C:30]([NH:32][C@@H:33]2[C:42]3[C:37](=[CH:38][CH:39]=[CH:40][CH:41]=3)[C@H:36]([O:43][C:44]3[CH:45]=[CH:46][C:47]4[N:48]([C:50]([N:53]5[CH2:58][CH2:57][CH:56]([CH2:59][OH:60])[CH2:55][CH2:54]5)=[N:51][N:52]=4)[CH:49]=3)[CH2:35][CH2:34]2)=[O:31])[N:26]([CH3:28])[N:27]=1)([CH3:22])([CH3:20])[CH3:21] |f:0.1|. Procedure details: Tetrabutylammonium fluoride (1M solution in THF, 211 μL, 0.211 mmol) was added to a solution of Intermediate 14f (110 mg, 0.151 mmol) in THF (3 mL) and the reaction mixture was stirred at RT for 1 h. The mixture was diluted with DCM (5 mL) and washed with water (2×5 mL) and brine (5 mL). The organic layer was passed through a phase separator and concentrated in vacuo. The residue was purified by FCC, using 0-10% [2M NH3 in MeOH] in DCM, to afford the title compound (52 mg, 60%). LCMS (Method 3):... Reactants: Br, CC(=O)NCc1ccc2c(c1)CNC2, C1CCC2=NCCCN2CC1, Nc1c(F)c(F)c(F)c2c1c(=O)c(C(=O)O)cn2C1CC1, CN(C)C=O. The product is CC(=O)NCc1ccc2c(c1)CN(c1c(F)c(N)c3c(=O)c(C(=O)O)cn(C4CC4)c3c1F)C2. As a reaction SMILES: [BrH:22].[C:23]([CH3:24])(=[O:25])[NH:26][CH2:27][c:28]1[cH:29][c:30]2[c:34]([cH:35][cH:36]1)[CH2:33][NH:32][CH2:31]2.[CH2:37]1[CH2:38][CH2:39][C:40]2=[N:45][CH2:44][CH2:43][CH2:42][N:41]2[CH2:46][CH2:47]1.[CH:1]1([n:4]2[cH:5][c:6]([C:19](=[O:20])[OH:21])[c:7](=[O:18])[c:8]3[c:9]([NH2:17])[c:10]([F:16])[c:11]([F:15])[c:12]([F:14])[c:13]23)[CH2:2][CH2:3]1.[O:48]=[CH:49][N:50]([CH3:51])[CH3:52]>>[CH:1]1([n:4]2[cH:5][c:6]([C:19](=[O:20])[OH:21])[c:7](=[O:18])[c:8]3[c:9]([NH2:17])[c:10]([F:16])[c:11]([N:32]4[CH2:31][c:30]5[cH:29][c:28]([CH2:27][NH:26][C:23]([CH3:24])=[O:25])[cH:36][cH:35][c:34]5[CH2:33]4)[c:12]([F:14])[c:13]23)[CH2:2][CH2:3]1. Reactants: C(=O)([O-])[O-].[K+].[K+] (K2CO3), COC1=C(CCl)C=CC=C1 (2-methoxybenzyl chloride), C(#N)C=1C=C(CN2C([C@H](CC2)NS(=O)(=O)C2=CC3=CC(=CC=C3C=C2)OC)=O)C=CC1 (7-methoxynaphtalene-2-sulfonic acid [1-(3-cyanobenzyl)-2-oxopyrrolidin-3-(S)-yl]amide). The reagents and catalysts are [I-].C(CCC)[N+](CCCC)(CCCC)CCCC (tetrabutylammonium iodide). Solvent: CC(=O)C (acetone), C(Cl)Cl (CH2Cl2). Run at time 48 hour. Yields the product C(#N)C=1C=C(CN2C([C@H](CC2)N(S(=O)(=O)C2=CC3=CC(=CC=C3C=C2)OC)CC2=C(C=CC=C2)OC)=O)C=CC1 (7-Methoxy-2-napthalenesulfonic acid [1-(3-cyanobenzyl)-2-oxopyrrolidin-3-(S)-yl]-(2-methoxybenzyl)amide). Reaction SMILES: [C:1]([C:3]1[CH:4]=[C:5]([CH:29]=[CH:30][CH:31]=1)[CH2:6][N:7]1[CH2:11][CH2:10][C@H:9]([NH:12][S:13]([C:16]2[CH:25]=[CH:24][C:23]3[C:18](=[CH:19][C:20]([O:26][CH3:27])=[CH:21][CH:22]=3)[CH:17]=2)(=[O:15])=[O:14])[C:8]1=[O:28])#[N:2].C([O-])([O-])=O.[K+].[K+].[CH3:38][O:39][C:40]1[CH:47]=[CH:46][CH:45]=[CH:44][C:41]=1[CH2:42]Cl>CC(C)=O.[I-].C([N+](CCCC)(CCCC)CCCC)CCC.C(Cl)Cl>[C:1]([C:3]1[CH:4]=[C:5]([CH:29]=[CH:30][CH:31]=1)[CH2:6][N:7]1[CH2:11][CH2:10][C@H:9]([N:12]([CH2:42][C:41]2[CH:44]=[CH:45][CH:46]=[CH:47][C:40]=2[O:39][CH3:38])[S:13]([C:16]2[CH:25]=[CH:24][C:23]3[C:18](=[CH:19][C:20]([O:26][CH3:27])=[CH:21][CH:22]=3)[CH:17]=2)(=[O:15])=[O:14])[C:8]1=[O:28])#[N:2] |f:1.2.3,6.7|. Procedure: To a solution of 7-methoxynaphtalene-2-sulfonic acid [1-(3-cyanobenzyl)-2-oxopyrrolidin-3-(S)-yl]amide (0.12 g, 0.26 mmol), prepared as described in EXAMPLE 43, part A, in 20 mL of acetone is added K2CO3 (0.07 g, 0.53 mmol), 2-methoxybenzyl chloride (0.09 g, 0.28 mmol) and tetrabutylammonium iodide (0.02 g, 0.05 mmol). The resulting mixture is stirred for 48 hours, then diluted with CH2Cl2 and washed with saturated NaHCO3, H2O and saturated NaCl. The organic layer is dried over MgSO4, filtered, ... The reactants are CCCNCCC, CN(C)C=O, CN1Cc2c(-c3noc(CCl)n3)ncn2-c2cccc(Cl)c2C1=O. Product: CCCN(CCC)Cc1nc(-c2ncn3c2CN(C)C(=O)c2c(Cl)cccc2-3)no1. As a reaction SMILES: [CH2:25]([CH2:26][CH3:27])[NH:28][CH2:29][CH2:30][CH3:31].[CH3:32][N:33]([CH3:34])[CH:35]=[O:36].[Cl:1][c:2]1[cH:3][cH:4][cH:5][c:6]2[c:7]1[C:8](=[O:24])[N:9]([CH3:23])[CH2:10][c:11]1[n:12]-2[cH:13][n:14][c:15]1-[c:16]1[n:17][o:18][c:19]([CH2:21][Cl:22])[n:20]1>>[Cl:1][c:2]1[cH:3][cH:4][cH:5][c:6]2[c:7]1[C:8](=[O:24])[N:9]([CH3:23])[CH2:10][c:11]1[n:12]-2[cH:13][n:14][c:15]1-[c:16]1[n:17][o:18][c:19]([CH2:21][N:28]([CH2:25][CH2:26][CH3:27])[CH2:29][CH2:30][CH3:31])[n:20]1. The reactants are ClCCCC#CCCCCC (1-chlorodec-4-yne), [Br-].[Li+] (lithium bromide), ClCCCC#CCCCCC (1-chlorodec-4-yne), CCOCC (Ether). Run in C1CCOC1 (THF). Product: BrCCCC#CCCCCC (1-bromodec-4-yne). As a reaction SMILES: Cl[CH2:2][CH2:3][CH2:4][C:5]#[C:6][CH2:7][CH2:8][CH2:9][CH2:10][CH3:11].[Br-:12].[Li+].CCOCC>C1COCC1>[Br:12][CH2:2][CH2:3][CH2:4][C:5]#[C:6][CH2:7][CH2:8][CH2:9][CH2:10][CH3:11] |f:1.2|. Procedure: 1-Bromodec-4-yne was prepared from 1-chlorodec-4-yne. The 1-chlorodec-4-yne (10.6 g, 61 mmol) and 25 g of lithium bromide were refluxed in 80 ml of THF for 21 hours. The conversion was 74%. Ether was added, the reaction mixture was washed with water (2×) and brine, dried over magnesium sulfate and stripped. The product was dissolved in 70 ml of THF and refluxed for 8 hours with an additional 25 g of lithium bromide. This gave 95% conversion of the chloride to the bromide. The same workup provide... As a reaction SMILES: [CH3:22][CH2:23][O:24][C:25](=[O:26])[CH3:27].[Cl:1][CH2:2][C:3](=[O:4])[c:5]1[cH:6][n:7]2[c:16]3[c:11]([cH:12][cH:13][cH:14][c:15]13)[CH2:10][CH2:9][CH2:8]2.[N-:18]=[N+:19]=[N-:20].[Na+:17].[O:28]=[CH:29][N:30]([CH3:31])[CH3:32].[OH2:21]>>[CH2:2]([C:3](=[O:4])[c:5]1[cH:6][n:7]2[c:16]3[c:11]([cH:12][cH:13][cH:14][c:15]13)[CH2:10][CH2:9][CH2:8]2)[N:18]=[N+:19]=[N-:20]. Yields the product [N-]=[N+]=NCC(=O)c1cn2c3c(cccc13)CCC2. The reactants are CCOC(C)=O, O=C(CCl)c1cn2c3c(cccc13)CCC2, [N-]=[N+]=[N-], [Na+], CN(C)C=O, O.